Dataset: the Open Reaction Database (ORD), a public repository of structured organic reaction records. Task: describe an organic reaction: reactants, conditions, products, and yield Reactants: CC1=C(OC2=C1C(=CC=C2C(C2=CC=CC=C2)=O)OC)C(=O)OCC (ethyl 3-methyl-4-methoxy-7-benzoylbenzofuran-2-carboxylate), fused pyridinium hydrochloride. Run in Cl (HCl). Reaction conditions: temperature 195 celsius. The product is CC1=COC2=C1C(=CC=C2C(C2=CC=CC=C2)=O)O (3-Methyl-4-hydroxy-7-benzoylbenzofuran). Reaction SMILES: [CH3:1][C:2]1[C:6]2[C:7]([O:19]C)=[CH:8][CH:9]=[C:10]([C:11](=[O:18])[C:12]3[CH:17]=[CH:16][CH:15]=[CH:14][CH:13]=3)[C:5]=2[O:4][C:3]=1C(OCC)=O>Cl>[CH3:1][C:2]1[C:6]2[C:7]([OH:19])=[CH:8][CH:9]=[C:10]([C:11](=[O:18])[C:12]3[CH:17]=[CH:16][CH:15]=[CH:14][CH:13]=3)[C:5]=2[O:4][CH:3]=1. Reported procedure: A mixture of ethyl 3-methyl-4-methoxy-7-benzoylbenzofuran-2-carboxylate (1.10 g, 3.25 mmol) and freshly fused pyridinium hydrochloride (2.14 g, 18.52 mmol) was heated to 195° C. for 45 minutes. After cooling, the reaction mixture was diluted with 2N HCl (25 mL) and extracted with ethyl acetate (3×25 mL). The combined extracts were washed with water (2×20 mL), dried (Na2SO4), and concentrated. Flash chromatography, using 20% ethyl acetate in hexane as eluant, afforded 3-methyl-4-hydroxy-7-benzoyl... Starting materials: C(C)OC(=O)C=1NC2=CC=C(C=C2C1Cl)Br (5-Bromo-3-chloro-1H-indole-2-carboxylic acid ethyl ester), C(C)(C)OC1=CC=C(C=C1)B(O)O (4-isopropoxyphenylboronic acid). Procedure details: The sub-title compound was prepared in accordance with Example 8(c), using 5-bromo-3-chloro-1H-indole-2-carboxylic acid ethyl ester (see step (a) above) and 4-isopropoxyphenylboronic acid. Reaction SMILES: [CH2:1]([O:3][C:4]([C:6]1[NH:7][C:8]2[C:13]([C:14]=1[Cl:15])=[CH:12][C:11]([Br:16])=[CH:10][CH:9]=2)=[O:5])[CH3:2].[CH:17]([O:20][C:21]1[CH:26]=[CH:25][C:24](B(O)O)=[CH:23][CH:22]=1)([CH3:19])[CH3:18]>>[CH2:1]([O:3][C:4]([C:6]1[N:7]([C:24]2[CH:25]=[CH:26][C:21]([O:20][CH:17]([CH3:19])[CH3:18])=[CH:22][CH:23]=2)[C:8]2[C:13]([C:14]=1[Cl:15])=[CH:12][C:11]([Br:16])=[CH:10][CH:9]=2)=[O:5])[CH3:2]. The product is C(C)OC(=O)C=1N(C2=CC=C(C=C2C1Cl)Br)C1=CC=C(C=C1)OC(C)C (5-Bromo-3-chloro-1-(4-isopropoxyphenyl)-1H-indole-2-carboxylic acid ethyl ester). Reactants: C1CCOC1, O=[N+]([O-])c1ccc(N2CCN3CC(COc4ccc(F)cc4)CCC3C2)cc1. Yields the product Nc1ccc(N2CCN3CC(COc4ccc(F)cc4)CCC3C2)cc1. Reaction SMILES: [CH2:29]1[O:30][CH2:31][CH2:32][CH2:33]1.[F:1][c:2]1[cH:3][cH:4][c:5]([O:6][CH2:7][CH:8]2[CH2:9][CH2:10][CH:11]3[N:12]([CH2:13][CH2:14][N:15]([c:17]4[cH:18][cH:19][c:20]([N+:23]([O-:24])=[O:25])[cH:21][cH:22]4)[CH2:16]3)[CH2:26]2)[cH:27][cH:28]1>>[F:1][c:2]1[cH:3][cH:4][c:5]([O:6][CH2:7][CH:8]2[CH2:9][CH2:10][CH:11]3[N:12]([CH2:13][CH2:14][N:15]([c:17]4[cH:18][cH:19][c:20]([NH2:23])[cH:21][cH:22]4)[CH2:16]3)[CH2:26]2)[cH:27][cH:28]1. Reactants: C1(=CC=CC=C1)P(C1=CC=CC=C1)C1=CC=CC=C1 (triphenylphosphine), C1CCOC1 (THF), CCOC(=O)/N=N/C(=O)OCC (diethylazodicarboxylate), OCN1C(C(=C(C1=O)C1=CN(C2=CC(=CC=C12)[N+](=O)[O-])C)C1=CN(C2=CC=CC=C12)C)=O (1-hydroxymethyl-3-(1-methyl-1H-indol-3-yl)-4-(1-methyl-6-nitro-1H-indol-3-yl)-pyrrole-2,5-dione), C(C1=CC=CC=C1)OP(=O)(OCC1=CC=CC=C1)[O-] (dibenzylphosphate), solution. Run at temperature 20 celsius, time 14 hour. The product is CN1C=C(C2=CC=CC=C12)C=1C(N(C(C1C1=CN(C2=CC(=CC=C12)[N+](=O)[O-])C)=O)COP(OCC1=CC=CC=C1)(OCC1=CC=CC=C1)=O)=O (phosphoric acid dibenzyl ester 3-(1-methyl-1H-indol-3-yl)-4-(1-methyl-6-nitro-1H-indol-3-yl)-2,5-dioxo-2,5-dihydro-pyrrol-1-ylmethyl ester), solid. As a reaction SMILES: C1COCC1.CCOC(/N=N/C(OCC)=O)=O.[OH:18][CH2:19][N:20]1[C:24](=[O:25])[C:23]([C:26]2[C:34]3[C:29](=[CH:30][C:31]([N+:35]([O-:37])=[O:36])=[CH:32][CH:33]=3)[N:28]([CH3:38])[CH:27]=2)=[C:22]([C:39]2[C:47]3[C:42](=[CH:43][CH:44]=[CH:45][CH:46]=3)[N:41]([CH3:48])[CH:40]=2)[C:21]1=[O:49].[CH2:50]([O:57][P:58]([O-])([O:60][CH2:61][C:62]1[CH:67]=[CH:66][CH:65]=[CH:64][CH:63]=1)=[O:59])[C:51]1[CH:56]=[CH:55][CH:54]=[CH:53][CH:52]=1.C1(P(C2C=CC=CC=2)C2C=CC=CC=2)C=CC=CC=1>>[CH3:48][N:41]1[C:42]2[C:47](=[CH:46][CH:45]=[CH:44][CH:43]=2)[C:39]([C:22]2[C:21](=[O:49])[N:20]([CH2:19][O:18][P:58](=[O:59])([O:60][CH2:61][C:62]3[CH:67]=[CH:66][CH:65]=[CH:64][CH:63]=3)[O:57][CH2:50][C:51]3[CH:56]=[CH:55][CH:54]=[CH:53][CH:52]=3)[C:24](=[O:25])[C:23]=2[C:26]2[C:34]3[C:29](=[CH:30][C:31]([N+:35]([O-:37])=[O:36])=[CH:32][CH:33]=3)[N:28]([CH3:38])[CH:27]=2)=[CH:40]1. Procedure: To a cool solution (10° C.) of THF containing 0.12 g (0.68 mmole) of diethylazodicarboxylate, 0.20 g (0.46 mmole) of 1-hydroxymethyl-3-(1-methyl-1H-indol-3-yl)-4-(1-methyl-6-nitro-1H-indol-3-yl)-pyrrole-2,5-dione (from Step a above), and 0.40 g (1.43 mmole) of dibenzylphosphate was added dropwise 5 ml of a solution containing 0.128 g (0.49 mmole) of triphenylphosphine. The resulting mixture was stirred for 14 hours at 20° C. All solvent was evaporated and the residue was purified by chromatograp... The reactants are BrB(Br)Br, CO, ClCCl, COc1ccc(C(C)C(O)(c2ccc3c(c2)n(C)c(=O)n3C)C(F)(F)F)c(Cl)c1, [Na+], O=C([O-])O. Yields the product CC(c1ccc(O)cc1Cl)C(O)(c1ccc2c(c1)n(C)c(=O)n2C)C(F)(F)F. Reaction SMILES: [B:1]([Br:2])([Br:3])[Br:4].[CH3:34][OH:35].[Cl:41][CH2:42][Cl:43].[Cl:5][c:6]1[c:7]([CH:14]([C:15]([C:16]([F:17])([F:18])[F:19])([OH:20])[c:21]2[cH:22][c:23]3[c:24]([n:25]([CH3:30])[c:26](=[O:29])[n:27]3[CH3:28])[cH:31][cH:32]2)[CH3:33])[cH:8][cH:9][c:10]([O:12][CH3:13])[cH:11]1.[Na+:40].[O-:36][C:37]([OH:38])=[O:39]>>[Cl:5][c:6]1[c:7]([CH:14]([C:15]([C:16]([F:17])([F:18])[F:19])([OH:20])[c:21]2[cH:22][c:23]3[c:24]([n:25]([CH3:30])[c:26](=[O:29])[n:27]3[CH3:28])[cH:31][cH:32]2)[CH3:33])[cH:8][cH:9][c:10]([OH:12])[cH:11]1.